Dataset: the Open Reaction Database (ORD), a public repository of structured organic reaction records. Task: describe an organic reaction: reactants, conditions, products, and yield Starting materials: C(=O)(O)[O-].[Na+] (NaHCO3), CC(C)=CC (2-methyl-2-butene), OC1=C(C(=O)C2=CC=CC=C2)C=CC(=C1)O (2,4-dihydroxybenzophenone), CS(=O)(=O)O (methanesulfonic acid). The solvent is C1(=CC=CC=C1)C (toluene). Reaction conditions: time 6 hour. Product: OC1=C(C(=O)C2=CC=CC=C2)C=C(C(=C1)O)C(CC)(C)C (2,4-dihydroxy-5-(1,1-dimethylpropyl)benzophenone). Yield: 89.8%. As a reaction SMILES: [CH3:1][C:2](=[CH:4][CH3:5])[CH3:3].[OH:6][C:7]1[CH:20]=[C:19]([OH:21])[CH:18]=[CH:17][C:8]=1[C:9]([C:11]1[CH:16]=[CH:15][CH:14]=[CH:13][CH:12]=1)=[O:10].CS(O)(=O)=O.C([O-])(O)=O.[Na+]>C1(C)C=CC=CC=1>[OH:6][C:7]1[CH:20]=[C:19]([OH:21])[C:18]([C:2]([CH3:3])([CH3:1])[CH2:4][CH3:5])=[CH:17][C:8]=1[C:9]([C:11]1[CH:16]=[CH:15][CH:14]=[CH:13][CH:12]=1)=[O:10] |f:3.4|. Procedure: 42 g (0.6.mol) of 2-methyl-2-butene are added dropwise to a solution of 45 g (0.21 mol) of 2,4-dihydroxybenzophenone and 6.1 g (63 mmol) of methanesulfonic acid in 90 ml of toluene and the mixture is held at 75° C. with stirring for 6 h. The reaction mixture is cooled, then treated with 100 ml of NaHCO3 and extracted with ethyl acetate. The resulting solution is washed with water and then with saturated sodium chloride solution. The residue which remains after drying over MgSO4, filtering and co... Reactants: Cc1c(-c2ccccc2)c(F)c2oc(C(N)=O)nc2c1C#N, COc1ccc(P2(=S)SP(=S)(c3ccc(OC)cc3)S2)cc1, Cc1ccccc1. Product: Cc1c(-c2ccccc2)c(F)c2oc(C(N)=S)nc2c1C#N. RXN SMILES: [C:23](#[N:24])[c:25]1[c:26]([CH3:44])[c:27](-[c:38]2[cH:39][cH:40][cH:41][cH:42][cH:43]2)[c:28]([F:37])[c:29]2[c:30]1[n:31][c:32]([C:34](=[O:35])[NH2:36])[o:33]2.[CH3:1][O:2][c:3]1[cH:4][cH:5][c:6]([P:7]2(=[S:10])[S:8][P:9]([c:11]3[cH:12][cH:13][c:14]([O:15][CH3:16])[cH:17][cH:18]3)(=[S:19])[S:20]2)[cH:21][cH:22]1.[CH3:45][c:46]1[cH:47][cH:48][cH:49][cH:50][cH:51]1>>[S:10]=[C:34]([c:32]1[n:31][c:30]2[c:25]([C:23]#[N:24])[c:26]([CH3:44])[c:27](-[c:38]3[cH:39][cH:40][cH:41][cH:42][cH:43]3)[c:28]([F:37])[c:29]2[o:33]1)[NH2:36]. The reactants are Br, CC(C)Oc1cc(-n2nc3n(c2=O)CCCC3)c(Cl)cc1Cl, [Na+], [OH-], O. Yields the product O=c1n(-c2cc(O)c(Cl)cc2Cl)nc2n1CCCC2. RXN SMILES: [BrH:23].[Cl:1][c:2]1[c:3](-[n:13]2[n:14][c:15]3[n:16]([c:21]2=[O:22])[CH2:17][CH2:18][CH2:19][CH2:20]3)[cH:4][c:5]([O:9][CH:10]([CH3:11])[CH3:12])[c:6]([Cl:8])[cH:7]1.[Na+:25].[OH-:24].[OH2:26]>>[Cl:1][c:2]1[c:3](-[n:13]2[n:14][c:15]3[n:16]([c:21]2=[O:22])[CH2:17][CH2:18][CH2:19][CH2:20]3)[cH:4][c:5]([OH:9])[c:6]([Cl:8])[cH:7]1. Starting materials: COCOC=1C=C2CCC(C2=CC1OCOC)=O (5,6-dimethoxymethoxyindan-1-one), CC1=CC=C(C=C1)N=CC=1C(=CC2=C(OCO2)C1)N (6[[(4-methylphenyl)imino]methyl]-1,3-benzodioxol-5-amine). Yields the product COCOC=1C(=CC=2CC=3C(=NC=4C=C5C(=CC4C3)OCO5)C2C1)OCOC (7,8-dimethoxymethoxy-10H-1,3-dioxolo[4,5-g]indeno[1,2-b]quinoline). Yield: 40.2%. RXN SMILES: [CH3:1][O:2][CH2:3][O:4][C:5]1[CH:6]=[C:7]2[C:11](=[CH:12][C:13]=1[O:14][CH2:15][O:16][CH3:17])[C:10](=O)[CH2:9][CH2:8]2.CC1C=CC(N=[CH:27][C:28]2[C:29]([NH2:37])=[CH:30][C:31]3[O:35][CH2:34][O:33][C:32]=3[CH:36]=2)=CC=1>>[CH3:17][O:16][CH2:15][O:14][C:13]1[C:5]([O:4][CH2:3][O:2][CH3:1])=[CH:6][C:7]2[CH2:8][C:9]3[C:10]([C:11]=2[CH:12]=1)=[N:37][C:29]1[CH:30]=[C:31]2[O:35][CH2:34][O:33][C:32]2=[CH:36][C:28]=1[CH:27]=3. Procedure: Using the procedure of Example 1, 5,6-dimethoxymethoxyindan-1-one (504 mg, 2 mmol) is reacted with 6[[(4-methylphenyl)imino]methyl]-1,3-benzodioxol-5-amine (508 mg, 2 mmol) to yields 7,8-dimethoxymethoxy-10H-1,3-dioxolo[4,5-g]indeno[1,2-b]quinoline (307 mg, 40% of theory). Reactants: C(=O)(N1C=NC=C1)N1C=NC=C1 (1,1′-carbonyl-diimidazole), NC=1C=C(C(=O)O)C=CC1N (3,4-diaminobenzoic acid), C1CCOC1 (THF). Run at time 3 day. The product is N1(C=NC=C1)C(=O)C1=CC2=C(NC(N2)=O)C=C1 (5-(Imidazole-1-carbonyl)-1,3-dihydro-benzoimidazol-2-one). The yield is 66.0%. RXN SMILES: [C:1]([N:8]1[CH:12]=[CH:11][N:10]=[CH:9]1)(N1C=CN=C1)=[O:2].[NH2:13][C:14]1[CH:15]=[C:16]([CH:20]=[CH:21][C:22]=1[NH2:23])C(O)=O.C1C[O:27][CH2:26]C1>>[N:8]1([C:1]([C:16]2[CH:20]=[CH:21][C:22]3[NH:23][C:26](=[O:27])[NH:13][C:14]=3[CH:15]=2)=[O:2])[CH:12]=[CH:11][N:10]=[CH:9]1. Procedure: To a solution of 1,1′-carbonyl-diimidazole (11.7 g, 72.3 mmol) in THF (500 mL) was added 3,4-diaminobenzoic acid (5.00 g, 32.9 mmol) and stirred for 3 days at ambient temperature. The reaction mixture was concentrated and stirred for 30 min at 80° C. in water (100 mL). The resulting suspension was then cooled to ambient temperature and the mixture was filtered off and washed with water (2×50 mL) to afford the title compound (4.94 g, 66%) which was obtained as a white solid. MS: m/e=229.3 [M+H]+. The reactants are Cc1ccccc1, NNc1ccccc1, CCOC(=O)C(=O)C(C)C. Yields the product CCOC(=NNc1ccccc1)C(=O)C(C)C. As a reaction SMILES: [CH3:19][c:20]1[cH:21][cH:22][cH:23][cH:24][cH:25]1.[NH2:11][NH:12][c:13]1[cH:14][cH:15][cH:16][cH:17][cH:18]1.[O:1]=[C:2]([C:3](=[O:4])[O:5][CH2:6][CH3:7])[CH:8]([CH3:9])[CH3:10]>>[O:1]=[C:2]([C:3]([O:5][CH2:6][CH3:7])=[N:11][NH:12][c:13]1[cH:14][cH:15][cH:16][cH:17][cH:18]1)[CH:8]([CH3:9])[CH3:10].